The task is: describe an organic reaction: reactants, conditions, products, and yield. This data is from the Open Reaction Database (ORD), a public repository of structured organic reaction records. Starting materials: ClC=1C2=C(N=CN1)NC=C2C2=CC=CC=C2 (4-chloro-(5-phenyl)-7H-pyrrolo[2,3-d] pyrimidine), C1(=CC=CC=C1)S(=O)(=O)N1C=C(C2=C1N=CN=C2Cl)I (7-benzenesulfonyl-4-chloro-5iodo-7H-pyrrolo[2,3-d]pyrimidine), BrC=1C=C(C=CC1)B(O)O (3-bromo benzene boronic acid), BrC=1C=C(N)C=CC1 (3-bromoaniline). The solvent is CO (methanol). The product is BrC=1C=C(C=CC1)NC=1C2=C(N=CN1)NC=C2C2=CC=C(C=C2)Cl ((3-bromo-phenyl)-[5-(4-chloro-phenyl)7H-pyrrolo[2,3-d]pyrimidin-4-yl]-amine). Yield: 75.0%. Reaction SMILES: Cl[C:2]1[C:3]2[C:10]([C:11]3[CH:16]=[CH:15][CH:14]=[CH:13][CH:12]=3)=[CH:9][NH:8][C:4]=2[N:5]=[CH:6][N:7]=1.C1(S(N2C3N=CN=C([Cl:35])C=3C(I)=C2)(=O)=O)C=CC=CC=1.BrC1C=C(B(O)O)C=CC=1.[Br:47][C:48]1[CH:49]=[C:50]([CH:52]=[CH:53][CH:54]=1)[NH2:51]>CO>[Br:47][C:48]1[CH:49]=[C:50]([NH:51][C:2]2[C:3]3[C:10]([C:11]4[CH:16]=[CH:15][C:14]([Cl:35])=[CH:13][CH:12]=4)=[CH:9][NH:8][C:4]=3[N:5]=[CH:6][N:7]=2)[CH:52]=[CH:53][CH:54]=1. Procedure: Utilizing an analogous procedure as described in Example 26, 4-chloro-(5-phenyl)-7H-pyrrolo[2,3-d] pyrimidine, the intermediate, was made in 74% yield from 7-benzenesulfonyl-4-chloro-5iodo-7H-pyrrolo[2,3-d]pyrimidine and 3-bromo benzene boronic acid: TS-MS: 230 (MH+) This second intermediate was coupled with 3-bromoaniline in methanol in a sealed tube to provide (3-bromo-phenyl)-[5-(4-chloro-phenyl)7H-pyrrolo[2,3-d]pyrimidin-4-yl]-amine in 75% yield: TSMS: 365 (MH+). (3-bromo-phenyl)-[5-(4-chlor... Starting materials: BrC=1N=C(C(=NC1)NCC(=O)OCC)N[C@@H]1CC[C@H](CC1)OC (Ethyl 2-(5-bromo-3-(trans-4-methoxycyclohexylamino)pyrazin-2-ylamino)acetate), CO (methanol), C(=O)(C(F)(F)F)O (TFA), CO (Methanol), C([O-])(O)=O.[Na+] (sodium bicarbonate). Run in O (water). Conditions: temperature 90 celsius. Product: BrC1=CN=C2C(=N1)N(C(CN2)=O)[C@@H]2CC[C@H](CC2)OC (7-Bromo-1-(trans-4-methoxycyclohexyl)-3,4-dihydropyrazino[2,3-b]pyrazin-2(1H)-one). Isolated yield 55.6%. As a reaction SMILES: [Br:1][C:2]1[N:3]=[C:4]([NH:15][C@H:16]2[CH2:21][CH2:20][C@H:19]([O:22][CH3:23])[CH2:18][CH2:17]2)[C:5]([NH:8][CH2:9][C:10](OCC)=[O:11])=[N:6][CH:7]=1.CO.C(O)(C(F)(F)F)=O.C(=O)(O)[O-].[Na+]>O>[Br:1][C:2]1[N:3]=[C:4]2[N:15]([C@H:16]3[CH2:21][CH2:20][C@H:19]([O:22][CH3:23])[CH2:18][CH2:17]3)[C:10](=[O:11])[CH2:9][NH:8][C:5]2=[N:6][CH:7]=1 |f:3.4|. Procedure: The following reaction was split into 3 separate sealed tubes and worked up separately. The material was then combined following purification. Ethyl 2-(5-bromo-3-(trans-4-methoxycyclohexylamino)pyrazin-2-ylamino)acetate (10 g, 25.7 mmol), methanol (10.5 mL, 259 mmol) and TFA (100 mL) were combined in a sealable vessel with a stirbar. The system was purged with nitrogen and the resulting mixture was sealed, stirred vigorously and heated at 90° C. with an oil bath for 18.5 h. The resulting mixture... Reactants: N1(N=CC=C1)C1=CC=C(C=C1)CO ([4-(1H-pyrazol-1-yl)phenyl]methanol), S(=O)(Cl)Cl (thionyl chloride). Solvent: ClCCCl (1,2-dichloroethane). Reaction conditions: time 16 hour. Product: ClCC1=CC=C(C=C1)N1N=CC=C1 (1-[4-(chloromethyl)phenyl]-1H-pyrazole). Yield: 88.5%. Reaction SMILES: [N:1]1([C:6]2[CH:11]=[CH:10][C:9]([CH2:12]O)=[CH:8][CH:7]=2)[CH:5]=[CH:4][CH:3]=[N:2]1.S(Cl)([Cl:16])=O>ClCCCl>[Cl:16][CH2:12][C:9]1[CH:10]=[CH:11][C:6]([N:1]2[CH:5]=[CH:4][CH:3]=[N:2]2)=[CH:7][CH:8]=1. Procedure: To a solution of [4-(1H-pyrazol-1-yl)phenyl]methanol (24.0 g) in 1,2-dichloroethane (200 mL) was added dropwise thionyl chloride (26.3 g) under ice-cooling, and the mixture was stirred at room temperature for 16 hr. The reaction mixture was concentrated under reduced pressure, and the residue was washed with tert-butyl methyl ether to give the title compound (23.5 g). Starting materials: ClC1=CC(=NC2=CC(=CC=C12)OC)C1=NC=CC=C1 (4-Chloro-7-methoxy-2-pyridin-2-yl-quinoline), C(=O)(OC(C)(C)C)N1[C@H](C(=O)O)CC(C1)O (N—Boc-4-hydroxyproline), CC(C)(C)[O-].[K+] (t-BuOK). Solvent: CS(=O)C (DMSO), CS(=O)C (DMSO), O (water). Reaction conditions: time 1.5 hour. Yields the product C(C)(C)(C)OC(=O)N1C(CC(C1)OC1=CC(=NC2=CC(=CC=C12)OC)C1=NC=CC=C1)C(=O)O (4-(7-Methoxy-2-pyridin-2-yl-quinolin-4-yloxy)-pyrrolidine-1,2-dicarboxylic acid 1-tert-butyl ester). Isolated yield 51.3%. Reaction SMILES: [C:1]([N:8]1[CH2:15][CH:14]([OH:16])[CH2:13][C@H:9]1[C:10]([OH:12])=[O:11])([O:3][C:4]([CH3:7])([CH3:6])[CH3:5])=[O:2].CC([O-])(C)C.[K+].Cl[C:24]1[C:33]2[C:28](=[CH:29][C:30]([O:34][CH3:35])=[CH:31][CH:32]=2)[N:27]=[C:26]([C:36]2[CH:41]=[CH:40][CH:39]=[CH:38][N:37]=2)[CH:25]=1>CS(C)=O.O>[C:4]([O:3][C:1]([N:8]1[CH2:15][CH:14]([O:16][C:24]2[C:33]3[C:28](=[CH:29][C:30]([O:34][CH3:35])=[CH:31][CH:32]=3)[N:27]=[C:26]([C:36]3[CH:41]=[CH:40][CH:39]=[CH:38][N:37]=3)[CH:25]=2)[CH2:13][CH:9]1[C:10]([OH:12])=[O:11])=[O:2])([CH3:7])([CH3:6])[CH3:5] |f:1.2|. Procedure: To a solution of N—Boc-4-hydroxyproline (1.6 g, 6.7 mmol) in DMSO (20 mL) was added t-BuOK (1.9 g, 16.8 mmol). The generated mixture was stirred for 1.5 h and 4-Chloro-7-methoxy-2-pyridin-2-yl-quinoline (2.0 g, 7.4 mmol) and DMSO (10 mL) were added. The reaction mixture was stirred for 38 h, diluted with cold water and extracted with EtOAc/ether (1/4, 2×). the aqueous layer was acidified to pH 4 and extracted with EtOAc/THF (5×). the combined extract was dried (Na2SO4/MgSO4), removed the solvent...